From a dataset of the Open Reaction Database (ORD), a public repository of structured organic reaction records. describe an organic reaction: reactants, conditions, products, and yield Starting materials: C(C1=CC=CC=C1)C1CCNCC1 (4-benzylpiperidine), Cl (HCl), FC(C=1C=C(CN2C(OCC(C2)(CCOS(=O)(=O)C)C2=CC(=C(C=C2)Cl)Cl)=O)C=C(C1)C(F)(F)F)(F)F (3-[3,5-Bis(trifluoromethyl)benzyl]-5-(3,4-dichlorophenyl)-5-[2-(methanesulfonyloxy)ethyl]tetrahydro-2H-1,3-oxazin-2-one), [I-].[K+] (potassium iodide). Run in CCOCC (ether), CN(C)C=O (DMF). Yields the product Cl.C(C1=CC=CC=C1)C1CCN(CC1)CCC1(CN(C(OC1)=O)CC1=CC(=CC(=C1)C(F)(F)F)C(F)(F)F)C1=CC(=C(C=C1)Cl)Cl (5-[2-(4-Benzylpiperid-1-yl)ethyl]-3-[3,5-bis(trifluoromethyl)benzyl]-5-(3,4-dichlorophenyl)tetrahydro-2H-1,3-oxazin-2-one hydrochloride). Yield: 27.2%. Reaction SMILES: [CH2:1]([CH:8]1[CH2:13][CH2:12][NH:11][CH2:10][CH2:9]1)[C:2]1[CH:7]=[CH:6][CH:5]=[CH:4][CH:3]=1.[F:14][C:15]([F:50])([F:49])[C:16]1[CH:17]=[C:18]([CH:42]=[C:43]([C:45]([F:48])([F:47])[F:46])[CH:44]=1)[CH2:19][N:20]1[CH2:25][C:24]([C:33]2[CH:38]=[CH:37][C:36]([Cl:39])=[C:35]([Cl:40])[CH:34]=2)([CH2:26][CH2:27]OS(C)(=O)=O)[CH2:23][O:22][C:21]1=[O:41].[I-].[K+].Cl>CCOCC.CN(C=O)C>[ClH:39].[CH2:1]([CH:8]1[CH2:13][CH2:12][N:11]([CH2:27][CH2:26][C:24]2([C:33]3[CH:38]=[CH:37][C:36]([Cl:39])=[C:35]([Cl:40])[CH:34]=3)[CH2:23][O:22][C:21](=[O:41])[N:20]([CH2:19][C:18]3[CH:17]=[C:16]([C:15]([F:49])([F:50])[F:14])[CH:44]=[C:43]([C:45]([F:47])([F:46])[F:48])[CH:42]=3)[CH2:25]2)[CH2:10][CH2:9]1)[C:2]1[CH:7]=[CH:6][CH:5]=[CH:4][CH:3]=1 |f:2.3,7.8|. Procedure: This compound is prepared by the procedure described in step D of EXAMPLE 4 from 0.3 g of 4-benzylpiperidine, 0.8 g of the compound obtained in step C of EXAMPLE 4, 0.24 g of potassium iodide and 5 ml of DMF. The residue is chromatographed on silica H using DCM and then a DCM/MeOH mixture (96/4; v/v) as the eluent. The product obtained is taken up with a saturated solution of gaseous HCl in ether and the precipitate formed is wrung to give 0.13 g of the expected product. M.p.=124° C. The reactants are CCN=C=NCCCN(C)C.Cl (EDC HCl), C1(=NC=CC2=CC=CC=C12)C(=O)O (1-isoquinolinecarboxylic acid), NC1=C(C=C(C=C1)CC(=O)OC)Cl (methyl 4-amino-3-chlorophenylacetate), C=1C=CC2=C(C1)N=NN2O (HOBt). Reagents/catalysts: CN(C)C=1C=CN=CC1 (DMAP). Run in O (water), CN(C)C=O (DMF). Conditions: time 14 hour. Yields the product ClC=1C=C(C=CC1NC(=O)C1=NC=CC2=CC=CC=C12)CC(=O)OC (methyl (3-chloro-4-((1-isoquinolinylcarbonyl)amino)phenyl)acetate). The yield is 55.7%. Reaction SMILES: [C:1]1([C:11]([OH:13])=O)[C:10]2[C:5](=[CH:6][CH:7]=[CH:8][CH:9]=2)[CH:4]=[CH:3][N:2]=1.[NH2:14][C:15]1[CH:20]=[CH:19][C:18]([CH2:21][C:22]([O:24][CH3:25])=[O:23])=[CH:17][C:16]=1[Cl:26].C1C=CC2N(O)N=NC=2C=1.CCN=C=NCCCN(C)C.Cl>CN(C=O)C.CN(C1C=CN=CC=1)C.O>[Cl:26][C:16]1[CH:17]=[C:18]([CH2:21][C:22]([O:24][CH3:25])=[O:23])[CH:19]=[CH:20][C:15]=1[NH:14][C:11]([C:1]1[C:10]2[C:5](=[CH:6][CH:7]=[CH:8][CH:9]=2)[CH:4]=[CH:3][N:2]=1)=[O:13] |f:3.4|. Procedure: In DMF (15 ml) were dissolved 1-isoquinolinecarboxylic acid (1.00 g, 5.77 mmol), methyl 4-amino-3-chlorophenylacetate (1.23 g, 6.16 mmol), HOBt (0.16 g, 1.15 mmol), and DMAP (0.14 g, 1.15 mmol). To the resulting solution was added EDC HCl (1.33 g, 6.93 mmol), followed by stirring at room temperature for 14 hours. The reaction mixture was poured into water (40 ml). The crystals precipitated were collected by filtration under reduced pressure, washed with water and ether, dried under reduced press... The reactants are C(C)(C)(C)NS(=O)(=O)C=1C=C(C=CC1)C1=CC(=CC=C1)C1=NC(=CC(=N1)C1=CC(=C(C=C1)C(F)(F)F)OCC(F)(F)F)C(F)(F)F (3′-{4-[3-(2,2,2-trifluoro-ethoxy)-4-trifluoromethyl-phenyl]-6-trifluoromethyl-pyrimidin-2-yl}-biphenyl-3-sulfonic acid tert-butylamide), C(=O)(C(F)(F)F)O (TFA). Solvent: ClCCl (dichloromethane). Conditions: time 15 hour. Yields the product FC(COC=1C=C(C=CC1C(F)(F)F)C1=NC(=NC(=C1)C(F)(F)F)C=1C=C(C=CC1)C1=CC(=CC=C1)S(=O)(=O)N)(F)F (3′-{4-[3-(2,2,2-Trifluoro-ethoxy)-4-trifluoromethyl-phenyl]-6-trifluoromethyl-pyrimidin-2-yl}-biphenyl-3-sulfonic acid amide). The yield is 60.6%. RXN SMILES: C([NH:5][S:6]([C:9]1[CH:10]=[C:11]([C:15]2[CH:20]=[CH:19][CH:18]=[C:17]([C:21]3[N:26]=[C:25]([C:27]4[CH:32]=[CH:31][C:30]([C:33]([F:36])([F:35])[F:34])=[C:29]([O:37][CH2:38][C:39]([F:42])([F:41])[F:40])[CH:28]=4)[CH:24]=[C:23]([C:43]([F:46])([F:45])[F:44])[N:22]=3)[CH:16]=2)[CH:12]=[CH:13][CH:14]=1)(=[O:8])=[O:7])(C)(C)C.C(O)(C(F)(F)F)=O>ClCCl>[F:42][C:39]([F:40])([F:41])[CH2:38][O:37][C:29]1[CH:28]=[C:27]([C:25]2[CH:24]=[C:23]([C:43]([F:45])([F:46])[F:44])[N:22]=[C:21]([C:17]3[CH:16]=[C:15]([C:11]4[CH:12]=[CH:13][CH:14]=[C:9]([S:6]([NH2:5])(=[O:8])=[O:7])[CH:10]=4)[CH:20]=[CH:19][CH:18]=3)[N:26]=2)[CH:32]=[CH:31][C:30]=1[C:33]([F:34])([F:35])[F:36]. Reported procedure: To a cooled and stirred solution of 3′-{4-[3-(2,2,2-trifluoro-ethoxy)-4-trifluoromethyl-phenyl]-6-trifluoromethyl-pyrimidin-2-yl}-biphenyl-3-sulfonic acid tert-butylamide (0.45 g) in dichloromethane (6 ml) was added TFA (6 ml) and the reaction mixture was allowed to stir at room temperature for 15 h. The mixture was evaporated to dryness, poured into saturated NaHCO3 solution (20 ml) and extracted with ethyl acetate (2×30 ml). The combined organic layers were washed with brine (20 ml), dried (Mg... The reactants are CC(C)(C)OC(NCCCC(=O)C=1C(=NC=CC1)OC)=O ([4-(2-Methoxy-3-pyridinyl)-4-oxobutyl]carbamic acid 1,1-dimethylethyl ester), CO (Methanol), B (Borane), CB1OC([C@@H]2N1CCC2)(C2=CC=CC=C2)C2=CC=CC=C2 ((3aR)-tetrahydro-1-methyl-3,3-diphenyl-3H-pyrrolo[1,2-c][1,3,2]oxazaborole). Run in O1CCCC1 (tetrahydrofuran), O1CCCC1 (tetrahydrofuran). Reaction conditions: temperature 20 celsius, time 14 hour. Product: CC(C)(C)OC(NCCCC(C=1C(=NC=CC1)OC)O)=O ([4-Hydroxy-4-(2-methoxy-3-pyridinyl)butyl]carbamic acid 1,1-dimethylethyl ester). Reaction SMILES: B.CB1N2CCC[C@@H]2C(C2C=CC=CC=2)(C2C=CC=CC=2)O1.[CH3:23][C:24]([O:27][C:28](=[O:43])[NH:29][CH2:30][CH2:31][CH2:32][C:33]([C:35]1[C:36]([O:41][CH3:42])=[N:37][CH:38]=[CH:39][CH:40]=1)=[O:34])([CH3:26])[CH3:25].CO>O1CCCC1>[CH3:26][C:24]([O:27][C:28](=[O:43])[NH:29][CH2:30][CH2:31][CH2:32][CH:33]([OH:34])[C:35]1[C:36]([O:41][CH3:42])=[N:37][CH:38]=[CH:39][CH:40]=1)([CH3:23])[CH3:25]. Reported procedure: Borane (0.7 ml, 1M in tetrahydrofuran) was added to a solution of (3aR)-tetrahydro-1-methyl-3,3-diphenyl-3H-pyrrolo[1,2-c][1,3,2]oxazaborole (0.05 ml, 1M in toluene) in tetrahydrofuran (2 ml) at 0° C. A solution of the product from step (a) above (0.304 g) in tetrahydrofuran (3 ml) was added over 20 minutes and then stirred at 0° C. for 4hand at 20° C. for 14 h. Methanol was added and the solution was evaporated and the residue azeotroped with methanol. Purification by chromatography on silica e... The reactants are ClC1=C(C=NC2=CC=NC=C12)C(=O)OCC (ethyl 4-chloro-1,6-naphthyridine-3-carboxylate), Cl.N(N)C1=NC=CC=N1 (2-hydrazinopyrimidine hydrochloride). Run in C(CCC)O (n-butanol). Product: Cl.N1=C(N=CC=C1)N1N=C2C(=CNC=3C=CN=CC23)C1=O (2-(2-pyrimidyl)-pyrazolo[4,3-c][1,6]naphthyridin-3(5H)-one hydrochloride). Reaction SMILES: [Cl:1][C:2]1[C:11]2[C:6](=[CH:7][CH:8]=[N:9][CH:10]=2)[N:5]=[CH:4][C:3]=1[C:12]([O:14]CC)=O.Cl.[NH:18]([C:20]1[N:25]=[CH:24][CH:23]=[CH:22][N:21]=1)[NH2:19]>C(O)CCC>[ClH:1].[N:21]1[CH:22]=[CH:23][CH:24]=[N:25][C:20]=1[N:18]1[C:12](=[O:14])[C:3]2=[CH:4][NH:5][C:6]3[CH:7]=[CH:8][N:9]=[CH:10][C:11]=3[C:2]2=[N:19]1 |f:1.2,4.5|. Procedure details: A solution of 1.75 g of ethyl 4-chloro-1,6-naphthyridine-3-carboxylate and 1.17 g of 2-hydrazinopyrimidine hydrochloride (prepared according to Yakugakuzasshi, 1953, 73, 598) in 60 ml of n-butanol is refluxed for 3 hours. The resultant slurry is cooled to room temperature and filtered. Collected solid is washed with ethanol, then with ether to yield 2-(2-pyrimidyl)-pyrazolo[4,3-c][1,6]naphthyridin-3(5H)-one hydrochloride, m.p. above 350°; IR (KBr) 782, 791, 820, 830, 871 cm-1. Starting materials: ClCCOC1=C(C=C2C(=CC=NC2=C1)OC=1C(=NC2=NC=CC=C2C1)C)OC (3-[7-(2-Chloro-ethoxy)-6-methoxy-quinolin-4-yloxy]-2-methyl-[1,8]naphthyridine), ClCCOC1=C(C=C2C(=CC=NC2=C1)OC=1C(=NC2=NC=CC=C2C1)C)OC (3-[7-(2-Chloro-ethoxy)-6-methoxy-quinolin-4-yloxy]-2-methyl-[1,8]naphthyridine), C([O-])([O-])=O.[K+].[K+] (Potassium carbonate), OC1CNCCC1 (3-hydroxypiperidine). The solvent is CN(C=O)C (N,N-dimethylformamide). Conditions: temperature 80 celsius, time 8 hour. Yields the product COC=1C=C2C(=CC=NC2=CC1OCCN1CC(CCC1)O)OC=1C(=NC2=NC=CC=C2C1)C (1-{2-[6-Methoxy-4-(2-methyl-[1,8]naphthyridin-3-yloxy)-quinolin-7-yloxy]-ethyl}-piperidin-3-ol). The yield is 59.3%. As a reaction SMILES: Cl[CH2:2][CH2:3][O:4][C:5]1[CH:14]=[C:13]2[C:8]([C:9]([O:15][C:16]3[C:17]([CH3:26])=[N:18][C:19]4[C:24]([CH:25]=3)=[CH:23][CH:22]=[CH:21][N:20]=4)=[CH:10][CH:11]=[N:12]2)=[CH:7][C:6]=1[O:27][CH3:28].C(=O)([O-])[O-].[K+].[K+].[OH:35][CH:36]1[CH2:41][CH2:40][CH2:39][NH:38][CH2:37]1>CN(C)C=O>[CH3:28][O:27][C:6]1[CH:7]=[C:8]2[C:13](=[CH:14][C:5]=1[O:4][CH2:3][CH2:2][N:38]1[CH2:39][CH2:40][CH2:41][CH:36]([OH:35])[CH2:37]1)[N:12]=[CH:11][CH:10]=[C:9]2[O:15][C:16]1[C:17]([CH3:26])=[N:18][C:19]2[C:24]([CH:25]=1)=[CH:23][CH:22]=[CH:21][N:20]=2 |f:1.2.3|. Procedure details: 3-[7-(2-Chloro-ethoxy)-6-methoxy-quinolin-4-yloxy]-2-methyl-[1,8]naphthyridine (compound 398) (42 mg) was dissolved in N,N-dimethylformamide (2 ml) to prepare a solution. Potassium carbonate (44 mg) and 3-hydroxypiperidine (32 mg) were added to the solution, and the mixture was stirred at 80° C. overnight. The reaction solution was cooled to room temperature, and the solvent was removed by distillation under the reduced pressure. Water was then added to the residue, and the mixture was extracted... Starting materials: CN(C=1C=C(C=CC1)O)C (3-dimethylaminophenol), C([O-])([O-])=O.[K+].[K+] (potassium carbonate), C1=CC(=CC(=C1)Cl)C(=O)CBr (α-bromo-3-chloroacetophenone). The solvent is CC(=O)C (acetone), CC(=O)C (acetone). Reaction conditions: time 72 hour. The product is ClC=1C=C(C=CC1)C(COC1=CC(=CC=C1)N(C)C)=O (1-(3-chlorophenyl)-2-[3-(dimethylamino)phenoxy]ethanone). Yield: 47.3%. As a reaction SMILES: [CH3:1][N:2]([CH3:10])[C:3]1[CH:4]=[C:5]([OH:9])[CH:6]=[CH:7][CH:8]=1.C(=O)([O-])[O-].[K+].[K+].[CH:17]1[CH:22]=[C:21]([Cl:23])[CH:20]=[C:19]([C:24]([CH2:26]Br)=[O:25])[CH:18]=1>CC(C)=O>[Cl:23][C:21]1[CH:20]=[C:19]([C:24](=[O:25])[CH2:26][O:9][C:5]2[CH:6]=[CH:7][CH:8]=[C:3]([N:2]([CH3:10])[CH3:1])[CH:4]=2)[CH:18]=[CH:17][CH:22]=1 |f:1.2.3|. Procedure: A slurry of 3.0 g of 3-dimethylaminophenol, 6.05 g of milled potassium carbonate and 75 ml of acetone was stirred at room temperature under nitrogen for 30 minutes and then a solution of 7.66 g of α-bromo-3-chloroacetophenone in 75 ml of acetone was added dropwise. The slurry was stirred at room temperature for 72 hours. Filtration and evaporation gave a residue which was purified by high performance liquid chromatography (7:1 hexane-ethyl acetate). The resulting solid was recrystallized from et... The reactants are C1(CCCCC1)CC1N(CCCC1)CC(C)C1=CC(=CC=C1)Br (2-cyclohexylmethyl-1-[2-(3-bromophenyl)propyl]piperidine), C(CCC)[Li] (n-butyl lithium), C(C)OCC (diethyl ether), lithio. Yields the product CC1=CC=C(C=O)C=C1 (4-methylbenzaldehyde). RXN SMILES: [CH:1]1([CH2:7]C2CCCCN2CC(C2C=CC=C(Br)C=2)C)[CH2:6][CH2:5]C[CH2:3][CH2:2]1.C([Li])CCC.C([O:31][CH2:32][CH3:33])C>>[CH3:7][C:1]1[CH:6]=[CH:5][C:33]([CH:32]=[O:31])=[CH:3][CH:2]=1. Procedure details: Following a procedure similar to that described in Example 3, 18.9 g. (0.05 mole) of 2-cyclohexylmethyl-1-[2-(3-bromophenyl)propyl]piperidine was reacted with 0.1 mole of n-butyl lithium in diethyl ether and the resulting lithio derivative reacted directly with 12.3 g. (0.103 mole) of 4-methylbenzaldehyde to give 16.9 g. of 2-cyclohexylmethyl-1-{2-[3-(α-hydroxy-4-methylbenzyl)phenyl]propyl}piperidine as a yellow oil.